This data is from the Open Reaction Database (ORD), a public repository of structured organic reaction records. The task is: describe an organic reaction: reactants, conditions, products, and yield RXN SMILES: C[O:2][C:3]1[CH:4]=[C:5](O)[CH:6]=[C:7]([O:9]C)[CH:8]=1.Br[CH2:13][C:14]([C:16]1[CH:21]=[C:20]([O:22]C)[C:19]([O:24]C)=[C:18]([O:26]C)[CH:17]=1)=[O:15]>>[OH:2][C:3]1[C:4]2[CH:13]=[C:14]([C:16]3[CH:17]=[C:18]([OH:26])[C:19]([OH:24])=[C:20]([OH:22])[CH:21]=3)[O:15][C:5]=2[CH:6]=[C:7]([OH:9])[CH:8]=1. The yield is 62.0%. Reactants: COC=1C=C(C=C(C1)OC)O (3,5-dimethoxyphenol), BrCC(=O)C1=CC(=C(C(=C1)OC)OC)OC (2-bromo-1-(3,4,5-trimethoxyphenyl)ethanone). Product: OC1=CC(=CC2=C1C=C(O2)C=2C=C(C(=C(C2)O)O)O)O (5-(4,6-dihydroxy-1-benzofuran-2-yl)benzene-1,2,3-triol). Procedure: This compound was prepared using Method A from 3,5-dimethoxyphenol and 2-bromo-1-(3,4,5-trimethoxyphenyl)ethanone: Yield 62% following procedures A.2 and A.5; m.p. 260° C. (dec.); IR 3442, 3326, 1600, 1539, 1470, 1313, 1197, 1072, 1037 cm−1; 1H NMR (500 MHz, δ ppm, DMSO-d6) 9.67 (s, 1H), 9.22 (s, 1H), 8.97 (s, 2H), 8.29 (s, 1H), 6.81 (s, 1H), 6.69 (s, 2H), 6.37 (s, 1H), 6.14 (s, 1H); 13C NMR (75 MHz, δ ppm, CD3OD) 158.3, 157.3, 155.0, 151.9, 147.4, 134.8, 123.8, 113.1, 104.8, 98.7, 97.7, 90.8. The reactants are OCC1=CC=CC2=C1OC(=C2)C2=CC=CC=C2 (7-hydroxymethyl-2-phenylbenzo [b]furan). Reagents/catalysts: [O-2].[O-2].[Mn+4] (manganese dioxide). The solvent is C(Cl)Cl (methylene chloride). The product is C1(=CC=CC=C1)C1=CC2=C(O1)C(=CC=C2)C=O (2- Phenyl-benzo[b]furan-7-carboxaldehyde). As a reaction SMILES: [OH:1][CH2:2][C:3]1[C:8]2[O:9][C:10]([C:12]3[CH:17]=[CH:16][CH:15]=[CH:14][CH:13]=3)=[CH:11][C:7]=2[CH:6]=[CH:5][CH:4]=1>C(Cl)Cl.[O-2].[O-2].[Mn+4]>[C:12]1([C:10]2[O:9][C:8]3[C:3]([CH:2]=[O:1])=[CH:4][CH:5]=[CH:6][C:7]=3[CH:11]=2)[CH:13]=[CH:14][CH:15]=[CH:16][CH:17]=1 |f:2.3.4|. Procedure details: 12 g of manganese dioxide are added to 2 g of 7-hydroxymethyl-2-phenylbenzo [b]furan (prepared according to Example 1 from EP 306 226) in 100 ml of methylene chloride and the mixture is heated under reflux for 1 hour. It is cooled end filtered with suction over a filtering auxiliary, and the filtrate is concentrated.